From a dataset of the Open Reaction Database (ORD), a public repository of structured organic reaction records. describe an organic reaction: reactants, conditions, products, and yield Starting materials: C(=O)O.CN(C(OC1=CC(=C(C=C1)CNC(=O)N1CCC(CC1)NC1=CC=C(C=C1)CCN)F)=O)C (4-{[({4-[4-(2-Aminoethyl)anilino]-1-piperidinyl}carbonyl)amino]methyl}-3-fluorophenyl dimethylcarbamate formate), C(C)(C)(C)[Si](C1=CC=CC=C1)(C1=CC=CC=C1)OC1=CC=C(C=C1)OCC1OC1 (tert-butyl-(4-oxiranylmethoxy-phenoxy)-diphenyl-silane). The product is FC=1C=C(C=CC1CNC(=O)N1CCC(CC1)NC1=CC=C(C=C1)CCNC[C@@H](COC1=CC=C(C=C1)O)O)OC(N(C)C)=O (Dimethyl-carbamic acid 3-fluoro-4-({[4-(4-[2-[(2S)-2-hydroxy-3-(4-hydroxy-phenoxy)-propylamino]-ethyl}-phenylamino)-piperidine-1-carbonyl]-amino)-methyl)-phenyl ester). As a reaction SMILES: C(O)=O.[CH3:4][N:5]([CH3:36])[C:6](=[O:35])[O:7][C:8]1[CH:13]=[CH:12][C:11]([CH2:14][NH:15][C:16]([N:18]2[CH2:23][CH2:22][CH:21]([NH:24][C:25]3[CH:30]=[CH:29][C:28]([CH2:31][CH2:32][NH2:33])=[CH:27][CH:26]=3)[CH2:20][CH2:19]2)=[O:17])=[C:10]([F:34])[CH:9]=1.C([Si]([O:54][C:55]1[CH:60]=[CH:59][C:58]([O:61][CH2:62][CH:63]2[CH2:65][O:64]2)=[CH:57][CH:56]=1)(C1C=CC=CC=1)C1C=CC=CC=1)(C)(C)C>>[F:34][C:10]1[CH:9]=[C:8]([O:7][C:6](=[O:35])[N:5]([CH3:4])[CH3:36])[CH:13]=[CH:12][C:11]=1[CH2:14][NH:15][C:16]([N:18]1[CH2:19][CH2:20][CH:21]([NH:24][C:25]2[CH:26]=[CH:27][C:28]([CH2:31][CH2:32][NH:33][CH2:65][C@H:63]([OH:64])[CH2:62][O:61][C:58]3[CH:59]=[CH:60][C:55]([OH:54])=[CH:56][CH:57]=3)=[CH:29][CH:30]=2)[CH2:22][CH2:23]1)=[O:17] |f:0.1|. Reported procedure: 4-{[({4-[4-(2-Aminoethyl)anilino]-1-piperidinyl}carbonyl)amino]methyl}-3-fluorophenyl dimethylcarbamate formate (0.225 g, 0.6 mmol) was reacted with tert-butyl-(4-oxiranylmethoxy-phenoxy)-diphenyl-silane according to Procedure give the title compound (0.125 g, 0.1 mmol). Starting materials: CCO, N#Cc1cnn(C2CCCCC2)c1N, N, OO. As a reaction SMILES: [CH3:17][CH2:18][OH:19].[NH2:3][c:4]1[c:5]([C:15]#[N:16])[cH:6][n:7][n:8]1[CH:9]1[CH2:10][CH2:11][CH2:12][CH2:13][CH2:14]1.[NH3:20].[OH:1][OH:2]>>[O:1]=[C:15]([c:5]1[c:4]([NH2:3])[n:8]([CH:9]2[CH2:10][CH2:11][CH2:12][CH2:13][CH2:14]2)[n:7][cH:6]1)[NH2:16]. Product: NC(=O)c1cnn(C2CCCCC2)c1N. Reactants: N[C@H](CC(C)C)C(=O)O (D-leucine), CO (methanol), S(=O)(Cl)Cl (thionyl chloride). Run at temperature 0 celsius, time 16 hour. Yields the product Cl.COC([C@H](N)CC(C)C)=O (D-leucine methyl ester hydrochloride). As a reaction SMILES: [NH2:1][C@@H:2]([C:7]([OH:9])=[O:8])[CH2:3][CH:4]([CH3:6])[CH3:5].S(Cl)([Cl:12])=O.[CH3:14]O>>[ClH:12].[CH3:14][O:8][C:7](=[O:9])[C@@H:2]([CH2:3][CH:4]([CH3:6])[CH3:5])[NH2:1] |f:3.4|. Procedure details: D-leucine (43.63 g, 333 mmol) is dissolved in methanol (400 mL) and cooled to 0° C. To this is added dropwise thionyl chloride (25.5 mL, 350 mmol). The reaction is allowed to stir 16 hours at room temperature at which time the volatiles are removed to give an off-white solid. The product is recrystallized from ethyl acetate/methanol to give D-leucine methyl ester hydrochloride as a fluffy white solid. The reactants are Cl.ClCCN(CC1=CC=CC=C1)CCCl (bis-(2-chloro-ethyl)-benzyl amine hydrochloride), C1COCCOCCOCCOCCOCCO1 (18-Crown-6), C(=O)([O-])[O-].[K+].[K+] (K2CO3), C(C)OC(CS(=O)(=O)C1=CC=C(C=C1)OC)=O ((4-methoxy-phenylsulfonyl)-acetic acid ethyl ester). Solvent: CC(=O)C (acetone). Yields the product C(C)OC(=O)C1(CCN(CC1)CC1=CC=CC=C1)S(=O)(=O)C1=CC=C(C=C1)OC (4-(4-Methoxy-benzenesulfonyl)-1-benzyl-piperidine-4-carboxylic acid ethyl ester). As a reaction SMILES: Cl.Cl[CH2:3][CH2:4][N:5]([CH2:13][CH2:14]Cl)[CH2:6][C:7]1[CH:12]=[CH:11][CH:10]=[CH:9][CH:8]=1.C1OCCOCCOCCOCCOCCOC1.C([O-])([O-])=O.[K+].[K+].[CH2:40]([O:42][C:43](=[O:56])[CH2:44][S:45]([C:48]1[CH:53]=[CH:52][C:51]([O:54][CH3:55])=[CH:50][CH:49]=1)(=[O:47])=[O:46])[CH3:41]>CC(C)=O>[CH2:40]([O:42][C:43]([C:44]1([S:45]([C:48]2[CH:49]=[CH:50][C:51]([O:54][CH3:55])=[CH:52][CH:53]=2)(=[O:47])=[O:46])[CH2:14][CH2:13][N:5]([CH2:6][C:7]2[CH:12]=[CH:11][CH:10]=[CH:9][CH:8]=2)[CH2:4][CH2:3]1)=[O:56])[CH3:41] |f:0.1,3.4.5|. Procedure: To a stirred solution of bis-(2-chloro-ethyl)-benzyl amine hydrochloride (6.6 g, 24.7 mmol), 18-Crown-6 (500 mg), and anhydrous K2CO3 (30 gm, excess) in dry acetone (250 ml), (4-methoxy-phenylsulfonyl)-acetic acid ethyl ester (6.12 gm, 24 mmol) was added in a round bottom flask and the reaction mixture was heated at reflux for 16 hours with good stirring. At the end, the reaction mixture was allowed to cool and the potassium salts were filtered off and the reaction mixture was concentrated. The ...